From a dataset of the Open Reaction Database (ORD), a public repository of structured organic reaction records. describe an organic reaction: reactants, conditions, products, and yield The reactants are C1(CC1)C=1C=CC(=NC1OCC1CC1)C(=O)O (5-cyclopropyl-6-cyclopropylmethoxy-pyridine-2-carboxylic acid), N1C(CSCC1)C(=O)N (3-thiomorpholinecarboxamide). The product is C1(CC1)C=1C=CC(=NC1OCC1CC1)C(=O)N1C(CSCC1)C(=O)N (4-(5-Cyclopropyl-6-cyclopropylmethoxy-pyridine-2-carbonyl)-thiomorpholine-3-carboxylic acid amide). RXN SMILES: [CH:1]1([C:4]2[CH:5]=[CH:6][C:7]([C:15]([OH:17])=O)=[N:8][C:9]=2[O:10][CH2:11][CH:12]2[CH2:14][CH2:13]2)[CH2:3][CH2:2]1.[NH:18]1[CH2:23][CH2:22][S:21][CH2:20][CH:19]1[C:24]([NH2:26])=[O:25]>>[CH:1]1([C:4]2[CH:5]=[CH:6][C:7]([C:15]([N:18]3[CH2:23][CH2:22][S:21][CH2:20][CH:19]3[C:24]([NH2:26])=[O:25])=[O:17])=[N:8][C:9]=2[O:10][CH2:11][CH:12]2[CH2:13][CH2:14]2)[CH2:2][CH2:3]1. Procedure details: The title compound was synthesized in analogy to Example 47 b, using 5-cyclopropyl-6-cyclopropylmethoxy-pyridine-2-carboxylic acid (Example 3 c, 100 mg, 429 μmol) and 3-thiomorpholinecarboxamide (CAN 103742-31-0, 68.9 mg, 472 μmol) as starting materials and isolated (119 mg, 77%) as white solid; LC-MS (UV peak area, ESI) 100%, 362.1540 [MH+]. Reactants: C(=O)(OC(C)(C)C)N1[C@@H](CCC1)CCOC=1C=NC=CC1 (3-(2-(1-BOC-2-(S)-pyrrolidinyl)ethoxy)pyridine), Cl (HCl), Cl (HCl), CO (methanol), N (NH3). Solvent: C(C)O (ethanol), C(C)O (ethanol). Run at temperature 0 celsius, time 30 minute. Yields the product Cl.Cl.N1[C@@H](CCC1)CCOC=1C=NC=CC1 (3-(2-(2-(S)-pyrrolidinyl)ethoxy)pyridine dihydrochloride). Reaction SMILES: C([N:8]1[CH2:12][CH2:11][CH2:10][C@H:9]1[CH2:13][CH2:14][O:15][C:16]1[CH:17]=[N:18][CH:19]=[CH:20][CH:21]=1)(OC(C)(C)C)=O.[ClH:22].N.CO>C(O)C>[ClH:22].[ClH:22].[NH:8]1[CH2:12][CH2:11][CH2:10][C@H:9]1[CH2:13][CH2:14][O:15][C:16]1[CH:17]=[N:18][CH:19]=[CH:20][CH:21]=1 |f:5.6.7|. Procedure: To a solution of the compound from step 102b above (60 mg, 0.20 mmol) in 3 mL of ethanol at 0° C. was added saturated HCl in ethanol (10 mL), and the reaction mixture was stirred for 30 minutes at 0° C. The volatiles were removed under vacuum, and the residue was purified on a column of silica gel, eluting with methanol/methylene chloride (5:95). The product was treated with a saturated solution of HCl/EtOH and held under vacuum for 24 hours to afford a white solid. MS (DCI/NH3) m/e: 193 (M+H)+,... Starting materials: OC1=CC=C(CO)C=C1 (4-hydroxybenzyl alcohol), [N+](=O)([O-])C(C)C (2-nitropropane), Potassium L-butoxide. Run in COCCOCCOC (diglyme). Run at temperature 38 celsius, time 1.5 hour. The product is CC(CC1=CC=C(C=C1)O)(C)[N+](=O)[O-] (4-(2-Methyl-2-nitropropyl)phenol). The yield is 71.0%. As a reaction SMILES: [OH:1][C:2]1[CH:9]=[CH:8][C:5]([CH2:6]O)=[CH:4][CH:3]=1.[N+:10]([CH:13]([CH3:15])[CH3:14])([O-:12])=[O:11]>COCCOCCOC>[CH3:14][C:13]([N+:10]([O-:12])=[O:11])([CH3:15])[CH2:6][C:5]1[CH:8]=[CH:9][C:2]([OH:1])=[CH:3][CH:4]=1. Procedure details: A mixture of 4-hydroxybenzyl alcohol (100.08 g, 806 mmol), 2-nitropropane (400 mL, 4.45 mol) and diglyme (800 mL) was heated to 38° C. Potassium L-butoxide (45.29 g, 403.6 mmol) was added, and the mixture was heated to reflux at 132° C. with a Dean-Stark trap. Water began collecting in the trap, and continued at a high rate for approximately 1.5 h. When water collection slowed (around 2.5 h) then portions of solvent (30-40 mL each) were removed every thirty minutes. During the water collection a... Reactants: C(C=C)[Mg]Cl (Allyl magnesium chloride), lactols, C(C1=CC=CC=C1)N1[C@H](C(OCC1)=O)C1=CC=C(C=C1)F ((3S)-4-Benzyl-3-(4-fluorophenyl)-2-morpholinone), solution. Run in O1CCCC1 (tetrahydrofuran), O1CCCC1 (tetrahydrofuran). Reaction conditions: time 30 minute. Product: C(C1=CC=CC=C1)N1[C@H]([C@](OCC1)(CC=C)O)C1=CC=C(C=C1)F ((2R,3S)-4-Benzyl-3-(4-fluorophenyl)-2-hydroxy-2-(prop-2-enyl)morpholine). RXN SMILES: [CH2:1]([N:8]1[CH2:13][CH2:12][O:11][C:10](=[O:14])[C@@H:9]1[C:15]1[CH:20]=[CH:19][C:18]([F:21])=[CH:17][CH:16]=1)[C:2]1[CH:7]=[CH:6][CH:5]=[CH:4][CH:3]=1.[CH2:22]([Mg]Cl)[CH:23]=[CH2:24]>O1CCCC1>[CH2:1]([N:8]1[CH2:13][CH2:12][O:11][C@:10]([OH:14])([CH2:24][CH:23]=[CH2:22])[C@@H:9]1[C:15]1[CH:16]=[CH:17][C:18]([F:21])=[CH:19][CH:20]=1)[C:2]1[CH:3]=[CH:4][CH:5]=[CH:6][CH:7]=1. Reported procedure: (3S)-4-Benzyl-3-(4-fluorophenyl)-2-morpholinone (13.6 g, 47.6 mmol) was dissolved in anhydrous tetrahydrofuran (200 ml) and cooled to below -70° C. under an inert atmosphere. Allyl magnesium chloride (26.2 ml of a 2.0M solution in tetrahydrofuran; 52.4 mmol) was added dropwise over 15 minutes, maintaining the temperature below -70° C. After 30 minutes, the reaction was quenched by the addition of a saturated solution of ammonium chloride and allowed to warm to room temperature. The resulting sus...